This data is from the Open Reaction Database (ORD), a public repository of structured organic reaction records. The task is: describe an organic reaction: reactants, conditions, products, and yield Reactants: C(C)(C)(C)C=1C=C(C=CC1O)CC(C=1SC=CN1)NC(C(C(C)C)N(C)C(C(CC1=CC=C(C=C1)F)NC(=O)OCCCC)=O)=O (2-((2-butoxycarbonylamino-3-(4-fluorophenyl)propionyl)-N-methylamino)-3-methylbutyric acid 2-(3-tert-butyl-4-hydroxyphenyl)-1-(thiazol-2-yl)ethylamide). Solvent: C(Cl)Cl (methylene chloride), C(=O)(C(F)(F)F)O (TFA). Reaction conditions: time 1.5 hour. The product is C(C)(C)(C)C=1C=C(C=CC1O)CC(C=1SC=CN1)NC(C(C(C)C)N(C)C(C(CC1=CC=C(C=C1)F)N)=O)=O (2-((2-amino-3-(4-fluorophenyl)propionyl)-N-methylamino)-3-methylbutyric acid 2-(3-tert-butyl-4-hydroxyphenyl)-1-(thiazol-2-yl)ethylamide). The yield is 34.0%. RXN SMILES: [C:1]([C:5]1[CH:6]=[C:7]([CH2:12][CH:13]([NH:19][C:20](=[O:46])[CH:21]([N:25]([C:27](=[O:45])[CH:28]([NH:37]C(OCCCC)=O)[CH2:29][C:30]2[CH:35]=[CH:34][C:33]([F:36])=[CH:32][CH:31]=2)[CH3:26])[CH:22]([CH3:24])[CH3:23])[C:14]2[S:15][CH:16]=[CH:17][N:18]=2)[CH:8]=[CH:9][C:10]=1[OH:11])([CH3:4])([CH3:3])[CH3:2]>C(Cl)Cl.C(O)(C(F)(F)F)=O>[C:1]([C:5]1[CH:6]=[C:7]([CH2:12][CH:13]([NH:19][C:20](=[O:46])[CH:21]([N:25]([C:27](=[O:45])[CH:28]([NH2:37])[CH2:29][C:30]2[CH:31]=[CH:32][C:33]([F:36])=[CH:34][CH:35]=2)[CH3:26])[CH:22]([CH3:24])[CH3:23])[C:14]2[S:15][CH:16]=[CH:17][N:18]=2)[CH:8]=[CH:9][C:10]=1[OH:11])([CH3:3])([CH3:4])[CH3:2]. Procedure: To a solution of 2-((2-butoxycarbonylamino-3-(4-fluorophenyl)propionyl)-N-methylamino)-3-methylbutyric acid 2-(3-tert-butyl-4-hydroxyphenyl)-1-(thiazol-2-yl)ethylamide (A) (1.49 g, 2.28 mmol) in methylene chloride (20 ml), TFA (10 ml) was added and stirred at room temperature for 1.5 hours. The reaction mixture was evaporated to remove the solvent under reduced pressure; the thus obtained residue was mixed with methylene chloride, washed with a 2N aqueous sodium hydroxide solution and saturated ...